This data is from the Open Reaction Database (ORD), a public repository of structured organic reaction records. The task is: describe an organic reaction: reactants, conditions, products, and yield Starting materials: COc1ccc(-c2nc3cccc(C(N)=O)c3[nH]2)cc1, CI, CC(C)=O, [K+], [OH-]. Product: COc1ccc(-c2nc3c(C(N)=O)cccc3n2C)cc1. RXN SMILES: [CH3:1][O:2][c:3]1[cH:4][cH:5][c:6](-[c:9]2[nH:10][c:11]3[c:12]([n:13]2)[cH:14][cH:15][cH:16][c:17]3[C:18](=[O:19])[NH2:20])[cH:7][cH:8]1.[CH3:23][I:24].[CH3:25][C:26](=[O:27])[CH3:28].[K+:22].[OH-:21]>>[CH3:1][O:2][c:3]1[cH:4][cH:5][c:6](-[c:9]2[n:10][c:11]3[c:12]([n:13]2[CH3:23])[cH:14][cH:15][cH:16][c:17]3[C:18](=[O:19])[NH2:20])[cH:7][cH:8]1. Reactants: ClC1=C(C(=O)O)C=CC=N1 (2-chloronicotinic acid), [N+](=O)([O-])C1=CC(=C(C=C1)N)N (4-nitrophenylene diamine). Run at temperature 170 celsius, time 8 hour. Yields the product [N+](=O)([O-])C1=CC2=C(NC(C3=C(N2)N=CC=C3)=O)C=C1 (6,11-dihydro-9-nitro-5H-pyrido[2,3-b][1,5]benzodiazepin-5-one). Yield: 82.0%. Reaction SMILES: Cl[C:2]1[N:10]=[CH:9][CH:8]=[CH:7][C:3]=1[C:4]([OH:6])=O.[N+:11]([C:14]1[CH:19]=[CH:18][C:17]([NH2:20])=[C:16]([NH2:21])[CH:15]=1)([O-:13])=[O:12]>>[N+:11]([C:14]1[CH:19]=[CH:18][C:17]2[NH:20][C:4](=[O:6])[C:3]3[CH:7]=[CH:8][CH:9]=[N:10][C:2]=3[NH:21][C:16]=2[CH:15]=1)([O-:13])=[O:12]. Procedure details: A mixture of 2-chloronicotinic acid (15.7 g, 0.1 mol) and 4-nitrophenylene diamine (15.3 g, 0.1 mol) was heated in sulfonane (100 ml) at 170° C. for 5 hrs. The reaction mixture was then cooled and left standing overnight. The solid material was filtered and taken up in boiling ethanol. The solid was filtered again an dried giving 21 g (82% theory) of 6,11-dihydro-9-nitro-5H-pyrido[2,3-b][1,5]benzodiazepin-5-one suitable for use in the next reaction. Reaction conditions: temperature -20 celsius, time 30 minute. The yield is 28.1%. Reactants: FC(C(CC(C)(C1=NC=CC=C1)C)=O)(F)F (1,1,1-trifluoro-4-methyl-4-pyridin-2-ylpentan-2-one), CC=1NC2=CC=CC=C2C1 (2-methylindole), C(CCC)[Li] (n-butyl lithium), CC(C)([O-])C.[K+] (potassium tert-butoxide). Reaction SMILES: [CH3:1][C:2]1[NH:3][C:4]2[C:9]([CH:10]=1)=[CH:8][CH:7]=[CH:6][CH:5]=2.C([Li])CCC.CC(C)([O-])C.[K+].[F:22][C:23]([F:37])([F:36])[C:24](=[O:35])[CH2:25][C:26]([CH3:34])([C:28]1[CH:33]=[CH:32][CH:31]=[CH:30][N:29]=1)[CH3:27]>C1COCC1>[F:37][C:23]([F:22])([F:36])[C:24]([CH2:1][C:2]1[NH:3][C:4]2[C:9]([CH:10]=1)=[CH:8][CH:7]=[CH:6][CH:5]=2)([OH:35])[CH2:25][C:26]([CH3:27])([C:28]1[CH:33]=[CH:32][CH:31]=[CH:30][N:29]=1)[CH3:34] |f:2.3|. Yields the product FC(C(CC(C)(C1=NC=CC=C1)C)(O)CC=1NC2=CC=CC=C2C1)(F)F (1,1,1-trifluoro-2-(1H-indol-2-ylmethyl)-4-methyl-4-pyridin-2-ylpentan-2-ol). Procedure: To a solution of 42.4 mg (0.324 mmol, 1.5 eq.) of 2-methylindole in 2 mL of THF, 389 μL (0.972 mmol, 4.5 eq.) of n-butyl lithium (2.5 M solution in hexanes) and 648 μL (0.648 mmol, 3.0 eq.) of potassium tert-butoxide (1.0 M solution in THF) were added dropwise at −75° C. The resulting mixture was allowed to warm to −20° C. over 30 minutes. The reaction mixture was cooled to −75° C. and a solution of 50 mg (0.216 mmol) of 1,1,1-trifluoro-4-methyl-4-pyridin-2-ylpentan-2-one in 1 mL of THF was adde... Run in C1CCOC1 (THF), C1CCOC1 (THF).